Task: describe an organic reaction: reactants, conditions, products, and yield. Dataset: the Open Reaction Database (ORD), a public repository of structured organic reaction records Reactants: C(=O)([O-])[O-].[Cs+].[Cs+] (Cs2CO3), ClC1=CC(=NC(=N1)OC)NCCC1=C(C=C(C=C1)Cl)Cl ((6-chloro-2-methoxy-pyrimidin-4-yl)-[2-(2,4-dichloro-phenyl)-ethyl]-amine), C(C)C(=O)OB(O)C1=CC=CC=C1 (ethylcarbonylphenyl boronic acid), COCCOC (1,2-dimethoxyethane). Reagents/catalysts: C=1C=CC(=CC1)[P](C=2C=CC=CC2)(C=3C=CC=CC3)[Pd]([P](C=4C=CC=CC4)(C=5C=CC=CC5)C=6C=CC=CC6)([P](C=7C=CC=CC7)(C=8C=CC=CC8)C=9C=CC=CC9)[P](C=1C=CC=CC1)(C=1C=CC=CC1)C=1C=CC=CC1 (tetrakis(triphenylphosphine)palladium). Solvent: O (water). Reaction conditions: temperature 90 celsius. Product: C(C)OC(C1=CC(=CC=C1)C1=NC(=NC(=C1)NCCC1=C(C=C(C=C1)Cl)Cl)OC)=O (3-{6-[2-(2,4-dichloro-phenyl)-ethylamino]-2-methoxy-pyrimidin-4-yl}-benzoic acid ethyl ester). Reaction SMILES: [C:1]([O-:4])([O-])=[O:2].[Cs+].[Cs+].Cl[C:8]1[N:13]=[C:12]([O:14][CH3:15])[N:11]=[C:10]([NH:16][CH2:17][CH2:18][C:19]2[CH:24]=[CH:23][C:22]([Cl:25])=[CH:21][C:20]=2[Cl:26])[CH:9]=1.C(C(OB([C:34]1[CH:39]=[CH:38][CH:37]=[CH:36][CH:35]=1)O)=O)C.CO[CH2:42][CH2:43]OC>O.C1C=CC([P]([Pd]([P](C2C=CC=CC=2)(C2C=CC=CC=2)C2C=CC=CC=2)([P](C2C=CC=CC=2)(C2C=CC=CC=2)C2C=CC=CC=2)[P](C2C=CC=CC=2)(C2C=CC=CC=2)C2C=CC=CC=2)(C2C=CC=CC=2)C2C=CC=CC=2)=CC=1>[CH2:42]([O:4][C:1](=[O:2])[C:34]1[CH:39]=[CH:38][CH:37]=[C:36]([C:8]2[CH:9]=[C:10]([NH:16][CH2:17][CH2:18][C:19]3[CH:24]=[CH:23][C:22]([Cl:25])=[CH:21][C:20]=3[Cl:26])[N:11]=[C:12]([O:14][CH3:15])[N:13]=2)[CH:35]=1)[CH3:43] |f:0.1.2,^1:50,52,71,90|. Reported procedure: Cs2CO3 solution (407 mg, 1.25 mmol in 2 mL water) is added to a stirred solution of (6-chloro-2-methoxy-pyrimidin-4-yl)-[2-(2,4-dichloro-phenyl)-ethyl]-amine (166 mg, 0.5 mmol) and ethylcarbonylphenyl boronic acid (135.8 mg, 0.7 mmol) in 1,2-dimethoxyethane (5 mL). The mixture is degassed over nitrogen for 10 minutes, tetrakis(triphenylphosphine)palladium (0) (23 mg, 0.02 mmol) is added and the reaction mixture is refluxed at 90° C. for 6 hours. The reaction is cooled to room temperature, dilute... The reactants are C1(C=2C(C(N1CC(=O)N1C3=C(N(C([C@@H]4[C@H]1CCC4)=O)CC=4C=NC=CC4)C=CC=C3)=O)=CC=CC2)=O ((3aR*,10aS*)-4-(phthalimidoacetyl)-9-(3-pyridylmethyl)-2,3,3a,4,9,10a-hexahydrobenzo[b]cyclopenta[e][1,4]diazepin-10(1H)-one), Cl (hydrochloride). Run in C(C)O.C(C)OCC (ethanol diethylether). Yields the product Cl.C1(C=2C(C(N1CC(=O)N1C3=C(N(C([C@@H]4[C@H]1CCC4)=O)CC=4C=NC=CC4)C=CC=C3)=O)=CC=CC2)=O ((3aR*,10aS*)-4-(Phthalimidoacetyl)-9-(3-pyridylmethyl)-2,3,3a,4,9,10a-hexahydrobenzo[b]cyclopenta[e][1,4]diazepin-10(1H)-one hydrochloride). RXN SMILES: [C:1]1(=[O:36])[N:5]([CH2:6][C:7]([N:9]2[C@@H:15]3[CH2:16][CH2:17][CH2:18][C@@H:14]3[C:13](=[O:19])[N:12]([CH2:20][C:21]3[CH:22]=[N:23][CH:24]=[CH:25][CH:26]=3)[C:11]3[CH:27]=[CH:28][CH:29]=[CH:30][C:10]2=3)=[O:8])[C:4](=[O:31])[C:3]2=[CH:32][CH:33]=[CH:34][CH:35]=[C:2]12.[ClH:37]>C(O)C.C(OCC)C>[ClH:37].[C:4]1(=[O:31])[N:5]([CH2:6][C:7]([N:9]2[C@@H:15]3[CH2:16][CH2:17][CH2:18][C@@H:14]3[C:13](=[O:19])[N:12]([CH2:20][C:21]3[CH:22]=[N:23][CH:24]=[CH:25][CH:26]=3)[C:11]3[CH:27]=[CH:28][CH:29]=[CH:30][C:10]2=3)=[O:8])[C:1](=[O:36])[C:2]2=[CH:35][CH:34]=[CH:33][CH:32]=[C:3]12 |f:2.3,4.5|. Procedure: The (3aR*,10aS*)-4-(phthalimidoacetyl)-9-(3-pyridylmethyl)-2,3,3a,4,9,10a-hexahydrobenzo[b]cyclopenta[e][1,4]diazepin-10(1H)-one, which was obtained in Working Example 116, was made into the corresponding hydrochloride in substantially the same manner as in Working Example 118. m.p. 192°-197° C. (ethanol-diethylether).